From a dataset of the Open Reaction Database (ORD), a public repository of structured organic reaction records. describe an organic reaction: reactants, conditions, products, and yield Reactants: CC(C)(C)OC(=O)Nc1ccc(C2=NC(Cc3ccccc3Br)C(=O)Nc3ccc(Cl)cc32)cc1, ClCCl, [Na+], [OH-], O, O=C(O)C(F)(F)F. The product is Nc1ccc(C2=NC(Cc3ccccc3Br)C(=O)Nc3ccc(Cl)cc32)cc1. As a reaction SMILES: [Br:1][c:2]1[c:3]([CH2:4][CH:5]2[N:6]=[C:7]([c:18]3[cH:19][cH:20][c:21]([NH:24][C:25](=[O:26])[O:27][C:28]([CH3:29])([CH3:30])[CH3:31])[cH:22][cH:23]3)[c:8]3[c:9]([cH:13][cH:14][c:15]([Cl:17])[cH:16]3)[NH:10][C:11]2=[O:12])[cH:32][cH:33][cH:34][cH:35]1.[Cl:45][CH2:46][Cl:47].[Na+:44].[OH-:43].[OH2:48].[OH:36][C:37]([C:38]([F:39])([F:40])[F:41])=[O:42]>>[Br:1][c:2]1[c:3]([CH2:4][CH:5]2[N:6]=[C:7]([c:18]3[cH:19][cH:20][c:21]([NH2:24])[cH:22][cH:23]3)[c:8]3[c:9]([cH:13][cH:14][c:15]([Cl:17])[cH:16]3)[NH:10][C:11]2=[O:12])[cH:32][cH:33][cH:34][cH:35]1. Solvent: O1CCOCC1 (dioxane). Procedure: 4.65 g of diethyl 2-methyl-3-oxobutanedioate (23.0 mmol, 1.00 eq.) were dissolved in 100 mL of dry dioxane under argon atmosphere. 2.1 mL of glacial acetic acid and 6.32 g of (4-ethoxy-2,6-difluorobenzyl)hydrazine dihydrochloride (23.00 mmol, 1.00 eq.) were added. The mixture was stirred for 16 hours at 90° C. bath temperature. The reaction mixture was evaporated in vacuo. The residue was stirred with ethyl acetate. The resulting suspension was filtered off and washed with ethyl acetate. The fil... Product: C(C)OC1=CC(=C(CN2N=C(C(=C2O)C)C(=O)OCC)C(=C1)F)F (ethyl 1-(4-ethoxy-2,6-difluorobenzyl)-5-hydroxy-4-methyl-1H-pyrazole-3-carboxylate). Run at temperature 90 celsius, time 16 hour. The reactants are C(C)(=O)O (acetic acid), Cl.Cl.C(C)OC1=CC(=C(CNN)C(=C1)F)F ((4-ethoxy-2,6-difluorobenzyl)hydrazine dihydrochloride), CC(C(=O)OCC)C(C(=O)OCC)=O (diethyl 2-methyl-3-oxobutanedioate). Reaction SMILES: [CH3:1][CH:2]([C:8](=O)[C:9]([O:11][CH2:12][CH3:13])=[O:10])[C:3]([O:5]CC)=O.C(O)(=O)C.Cl.Cl.[CH2:21]([O:23][C:24]1[CH:32]=[C:31]([F:33])[C:27]([CH2:28][NH:29][NH2:30])=[C:26]([F:34])[CH:25]=1)[CH3:22]>O1CCOCC1>[CH2:21]([O:23][C:24]1[CH:25]=[C:26]([F:34])[C:27]([CH2:28][N:29]2[C:3]([OH:5])=[C:2]([CH3:1])[C:8]([C:9]([O:11][CH2:12][CH3:13])=[O:10])=[N:30]2)=[C:31]([F:33])[CH:32]=1)[CH3:22] |f:2.3.4|. Starting materials: C(CCC(=O)[O-])(=O)[O-].[NH4+].[NH4+] (ammonium succinate), C(CCCCCCCCCCC)O (dodecanol), solution. Yields the product C(CCC(=O)[O-])(=O)[O-].[NH4+].[NH4+] (ammonium succinate), C(CCC(=O)O)(=O)O (succinic acid), succinic acid ester. Reaction SMILES: [C:1]([O-:8])(=[O:7])[CH2:2][CH2:3][C:4]([O-:6])=[O:5].[NH4+:9].[NH4+].C(O)CCCCCCCCCCC>>[C:1]([O-:8])(=[O:7])[CH2:2][CH2:3][C:4]([O-:6])=[O:5].[NH4+:9].[NH4+:9].[C:1]([OH:8])(=[O:7])[CH2:2][CH2:3][C:4]([OH:6])=[O:5] |f:0.1.2,4.5.6|. Procedure: The procedure described in Example 1 was followed except that 50 g of a 25% solution of ammonium succinate was combined with 50 g dodecanol. The reaction mixture was heated for 3 hours at 105–110° C. and a reduced pressure of 1.1–2.2 mm Hg, resulting in a conversion of about 99% from ammonium succinate to a mixture of succinic acid plus succinic acid ester. Reactants: N\C(=C/C(=O)OCCC#N)\C (2-cyanoethyl 3-aminocrotonate), FC1=CC=C(C=O)C=C1 (p-fluorobenzaldehyde), C(CC(=O)C)(=O)OC (methyl acetoacetate). Run in C(C)O (ethanol). Yields the product CC=1NC(=C(C(C1C(=O)OC)C1=CC=C(C=C1)F)C(=O)OCCC#N)C (Methyl 2-cyanoethyl 1,4-dihydro-2,6-dimethyl-4-(4-fluorophenyl)-pyridine-3,5-dicarboxylate). The yield is 94.4%. As a reaction SMILES: [NH2:1]/[C:2](/[CH3:11])=[CH:3]\[C:4]([O:6][CH2:7][CH2:8][C:9]#[N:10])=[O:5].[F:12][C:13]1[CH:20]=[CH:19][C:16]([CH:17]=O)=[CH:15][CH:14]=1.[C:21]([O:27][CH3:28])(=[O:26])[CH2:22][C:23]([CH3:25])=O>C(O)C>[CH3:25][C:23]1[NH:1][C:2]([CH3:11])=[C:3]([C:4]([O:6][CH2:7][CH2:8][C:9]#[N:10])=[O:5])[CH:17]([C:16]2[CH:19]=[CH:20][C:13]([F:12])=[CH:14][CH:15]=2)[C:22]=1[C:21]([O:27][CH3:28])=[O:26]. Procedure: 15.4 g (0.1 mol) of 2-cyanoethyl 3-aminocrotonate, 12.4 g (0.1 mol) of p-fluorobenzaldehyde and 11.6 g of methyl acetoacetate are heated overnight under reflux in 150 ml of ethanol. After removing the solvent on a rotary evaporator, the residue is taken up in ethyl acetate, washed with water, dried and 33.8 g of crude product are obtained after removing the solvent in vacuo. Starting materials: FC=1C=C(C=CC1)C1=NC=C(C=N1)C(=O)O (2-(3-fluoro-phenyl)-pyrimidine-5-carboxylic acid), NC1=CC=CC=C1 (Aniline), C(C(CO)(CO)N)O (trisamine), ON1N=NC2=C1C=CC=C2 (1-hydroxybenzotriazole), C1CCC(CC1)N=C=NC2CCCCC2 (DCC). Run in CN(C)C=O (DMF). Reaction conditions: time 15 minute. The product is C1(=CC=CC=C1)NC(=O)C=1C=NC(=NC1)C1=CC(=CC=C1)F (2-(3-fluoro-phenyl)-pyrimidine-5-carboxylic acid phenylamide). Reaction SMILES: [F:1][C:2]1[CH:3]=[C:4]([C:8]2[N:13]=[CH:12][C:11]([C:14]([OH:16])=O)=[CH:10][N:9]=2)[CH:5]=[CH:6][CH:7]=1.O[N:18]1[C:22]2[CH:23]=[CH:24][CH:25]=[CH:26][C:21]=2N=N1.C1CCC(N=C=NC2CCCCC2)CC1.NC1C=CC=CC=1.C(O)C(N)(CO)CO>CN(C=O)C>[C:22]1([NH:18][C:14]([C:11]2[CH:12]=[N:13][C:8]([C:4]3[CH:5]=[CH:6][CH:7]=[C:2]([F:1])[CH:3]=3)=[N:9][CH:10]=2)=[O:16])[CH:23]=[CH:24][CH:25]=[CH:26][CH:21]=1. Procedure details: A mixture of 2-(3-fluoro-phenyl)-pyrimidine-5-carboxylic acid (107 mg, 0.49 mmol, prepared according to the general procedure described in Example 2, steps 1 and 2), 1-hydroxybenzotriazole (75 mg, 0.56 mmol) and PS-DCC (511 mg, 1.28 mmol/g, 0.65 mmol) in DMF (8 mL) is shaken at room temperature for 15 min. Aniline (30.4 mg, 0.33 mmol) is added. The mixture is shaken at room temperature for 18 hours. PS-trisamine (392 mg, 3.75 mmol/g, 1.47 mmol) is added and the mixture is continually shaken at r... Starting materials: NC(C#N)C=1C=C(C=CC1)C (2-amino-2-(m-tolyl)acetonitrile), C(C)(=O)CC(C)=O (acetylacetone). Run in C(C)O (ethanol). The product is C(C)(=O)C=1C(=C(NC1C)C=1C=C(C=CC1)C)N (4-Acetyl-3-amino-5-methyl-2-(m-tolyl)pyrrole). RXN SMILES: [NH2:1][CH:2]([C:5]1[CH:6]=[C:7]([CH3:11])[CH:8]=[CH:9][CH:10]=1)[C:3]#[N:4].[C:12]([CH2:15][C:16](=O)[CH3:17])(=[O:14])[CH3:13]>C(O)C>[C:12]([C:15]1[C:3]([NH2:4])=[C:2]([C:5]2[CH:6]=[C:7]([CH3:11])[CH:8]=[CH:9][CH:10]=2)[NH:1][C:16]=1[CH3:17])(=[O:14])[CH3:13]. Procedure: Starting from 2-amino-2-(m-tolyl)acetonitrile and acetylacetone, the open-chain intermediate compound is obtained, b.p. 170° C./0.02 mm Hg. The title compound is obtained in a 59% overall yield, m.p. 195°-7° C. (from ethanol).